This data is from the Open Reaction Database (ORD), a public repository of structured organic reaction records. The task is: describe an organic reaction: reactants, conditions, products, and yield The reactants are O=C(Cl)C1CC1, O, c1ccncc1, Nc1cccc(-c2cnc3ccccc3n2)c1. Yields the product O=C(Nc1cccc(-c2cnc3ccccc3n2)c1)C1CC1. Reaction SMILES: [CH:18]1([C:21](=[O:22])[Cl:23])[CH2:19][CH2:20]1.[OH2:30].[cH:24]1[cH:25][cH:26][n:27][cH:28][cH:29]1.[n:1]1[c:2](-[c:11]2[cH:12][c:13]([NH2:17])[cH:14][cH:15][cH:16]2)[cH:3][n:4][c:5]2[cH:6][cH:7][cH:8][cH:9][c:10]12>>[n:1]1[c:2](-[c:11]2[cH:12][c:13]([NH:17][C:21]([CH:18]3[CH2:19][CH2:20]3)=[O:22])[cH:14][cH:15][cH:16]2)[cH:3][n:4][c:5]2[cH:6][cH:7][cH:8][cH:9][c:10]12. The reactants are ClC1=NC2=CC=C(C=C2C=C1C(=O)O)Cl (2,6-dichloroquinoline-3-carboxylic acid), N[C@H](C(=O)O)CC1=CC=C(C=C1)OC1=NC=C(C=C1)I ((S)-2-amino-3-[4-(5-iodo-pyridin-2-yloxy)-phenyl]-propionic acid). Solvent: CS(=O)C (DMSO). Yields the product C(=O)(O)C(CC1=CC=C(C=C1)OC1=NC=C(C=C1)I)NC1=NC2=CC=C(C=C2C=C1C(=O)O)Cl (2-{1-Carboxy-2-[4-(5-iodo-pyridin-2-yloxy)-phenyl]-ethylamino}-6-chloro-quinoline-3-carboxylic acid). Reaction SMILES: Cl[C:2]1[C:11]([C:12]([OH:14])=[O:13])=[CH:10][C:9]2[C:4](=[CH:5][CH:6]=[C:7]([Cl:15])[CH:8]=2)[N:3]=1.[NH2:16][C@@H:17]([CH2:21][C:22]1[CH:27]=[CH:26][C:25]([O:28][C:29]2[CH:34]=[CH:33][C:32]([I:35])=[CH:31][N:30]=2)=[CH:24][CH:23]=1)[C:18]([OH:20])=[O:19]>CS(C)=O>[C:18]([CH:17]([NH:16][C:2]1[C:11]([C:12]([OH:14])=[O:13])=[CH:10][C:9]2[C:4](=[CH:5][CH:6]=[C:7]([Cl:15])[CH:8]=2)[N:3]=1)[CH2:21][C:22]1[CH:23]=[CH:24][C:25]([O:28][C:29]2[CH:34]=[CH:33][C:32]([I:35])=[CH:31][N:30]=2)=[CH:26][CH:27]=1)([OH:20])=[O:19]. Procedure: In close analogy to the procedure described in Example 109c, 2,6-dichloroquinoline-3-carboxylic acid is reacted with (S)-2-amino-3-[4-(5-iodo-pyridin-2-yloxy)-phenyl]-propionic acid (prepared by analogy to Example 109a,b) in DMSO to provide the title compound in good yield. Starting materials: crude product, C(CCC)C=1N(C(N(N1)C1=C(C=CC=C1)C(F)(F)F)=O)CC1=CC=C(C=C1)C1=C(C=CC=C1)S(N)(=O)=O (5-n-Butyl-2,4-dihydro-4-[(2'-sulfamoylbiphenyl-4-yl)methyl]-2-[2-(trifluoromethyl)phenyl]-3H-1,2,4-triazol-3-one), ClC(=O)OCC (ethyl chloroformate). Yields the product C(CCC)C=1N(C(N(N1)C1=C(C=CC=C1)C(F)(F)F)=O)CC1=CC=C(C=C1)C1=C(C=CC=C1)S(NC(=O)OCC)(=O)=O (5-n-Butyl-4-[[2'-[N-carbethoxysulfamoyl]biphenyl-4-yl]methyl]-2,4-dihydro-2-[2-(trifluoromethyl)phenyl]-3H-1,2,4-triazol-3-one), desired material. As a reaction SMILES: [CH2:1]([C:5]1[N:6]([CH2:21][C:22]2[CH:27]=[CH:26][C:25]([C:28]3[CH:33]=[CH:32][CH:31]=[CH:30][C:29]=3[S:34](=[O:37])(=[O:36])[NH2:35])=[CH:24][CH:23]=2)[C:7](=[O:20])[N:8]([C:10]2[CH:15]=[CH:14][CH:13]=[CH:12][C:11]=2[C:16]([F:19])([F:18])[F:17])[N:9]=1)[CH2:2][CH2:3][CH3:4].Cl[C:39]([O:41][CH2:42][CH3:43])=[O:40]>>[CH2:1]([C:5]1[N:6]([CH2:21][C:22]2[CH:27]=[CH:26][C:25]([C:28]3[CH:33]=[CH:32][CH:31]=[CH:30][C:29]=3[S:34](=[O:37])(=[O:36])[NH:35][C:39]([O:41][CH2:42][CH3:43])=[O:40])=[CH:24][CH:23]=2)[C:7](=[O:20])[N:8]([C:10]2[CH:15]=[CH:14][CH:13]=[CH:12][C:11]=2[C:16]([F:19])([F:18])[F:17])[N:9]=1)[CH2:2][CH2:3][CH3:4]. Procedure details: The title compound was prepared from 5-n-butyl-2,4-dihydro-4-[(2'-sulfamoylbiphenyl-4-yl)methyl]-2-[2-(trifluoromethyl)phenyl]-3H-1,2,4-triazol-3-one (from Example 13, Step C) and ethyl chloroformate, according to the procedure of Example 14. The crude product was flash chromatographed over silica gel (gradient elution using 0.3-5.0% MeOH/CH2Cl2) to afford the desired material as a white solid, mp 79°-81° C.; homogeneous by TLC (5% MeOH/CH2Cl2); mass spectrum (FAB) m/e 603 (M+1)+, 625 (M+Na)+. The reactants are C(C)(C)(C)OC(=O)N1CCC(CC1)N1N=CC(=C1)C=1C=NC(=C(C1)C1=CC2=CC=CC=C2C=C1)N (4-[4-(6-amino-5-naphthalen-2-ylpyridin-3-yl)-pyrazol-1-yl]-piperidine-1-carboxylic acid tert-butyl ester), O1CCOCC1 (1,4-dioxane), Cl (HCl). Reaction conditions: time 2 hour. Product: Cl.Cl.Cl.C1=C(C=CC2=CC=CC=C12)C=1C(=NC=C(C1)C=1C=NN(C1)C1CCNCC1)N (3-Naphthalen-2-yl-5-(1-piperidin-4-yl-1H-pyrazol-4-yl)-pyridin-2-ylamine trihydrochloride). Reaction SMILES: C(OC([N:8]1[CH2:13][CH2:12][CH:11]([N:14]2[CH:18]=[C:17]([C:19]3[CH:20]=[N:21][C:22]([NH2:35])=[C:23]([C:25]4[CH:34]=[CH:33][C:32]5[C:27](=[CH:28][CH:29]=[CH:30][CH:31]=5)[CH:26]=4)[CH:24]=3)[CH:16]=[N:15]2)[CH2:10][CH2:9]1)=O)(C)(C)C.O1CCOCC1.[ClH:42]>>[ClH:42].[ClH:42].[ClH:42].[CH:26]1[C:27]2[C:32](=[CH:31][CH:30]=[CH:29][CH:28]=2)[CH:33]=[CH:34][C:25]=1[C:23]1[C:22]([NH2:35])=[N:21][CH:20]=[C:19]([C:17]2[CH:16]=[N:15][N:14]([CH:11]3[CH2:10][CH2:9][NH:8][CH2:13][CH2:12]3)[CH:18]=2)[CH:24]=1 |f:3.4.5.6|. Procedure details: To a solution of 4-[4-(6-amino-5-naphthalen-2-ylpyridin-3-yl)-pyrazol-1-yl]-piperidine-1-carboxylic acid tert-butyl ester (15.2 mg, 0.0324 mmol) in 1,4-dioxane (1.0 mL, 13 mmol) was added HCl (4.0 M solution in 1,4-dioxane; 1.0 mL, 4.0 mmol), and the mixture was stirred at ambient temperature for 2 h. Almost immediately a white solid precipitated. The solid was filtered off, washed with MTBE, and dried in vacuo overnight to give the title compound as off-white solid. 1H NMR (400 MHz, DMSO-d6): δ... Starting materials: COCC(=O)Cl, CC(Nc1cncc(-n2cnc3ccc(N)cc32)n1)c1ccccc1. Product: COCC(=O)Nc1ccc2ncn(-c3cncc(NC(C)c4ccccc4)n3)c2c1. Reaction SMILES: [CH3:26][O:27][CH2:28][C:29](=[O:30])[Cl:31].[c:1]1([CH:7]([CH3:8])[NH:9][c:10]2[cH:11][n:12][cH:13][c:14](-[n:16]3[cH:17][n:18][c:19]4[c:20]3[cH:21][c:22]([NH2:25])[cH:23][cH:24]4)[n:15]2)[cH:2][cH:3][cH:4][cH:5][cH:6]1>>[c:1]1([CH:7]([CH3:8])[NH:9][c:10]2[cH:11][n:12][cH:13][c:14](-[n:16]3[cH:17][n:18][c:19]4[c:20]3[cH:21][c:22]([NH:25][C:29]([CH2:28][O:27][CH3:26])=[O:30])[cH:23][cH:24]4)[n:15]2)[cH:2][cH:3][cH:4][cH:5][cH:6]1.